This data is from the Open Reaction Database (ORD), a public repository of structured organic reaction records. The task is: describe an organic reaction: reactants, conditions, products, and yield The reactants are Cn1c(-c2ccccc2C(F)(F)F)nnc1C1(Oc2ccc(C(N)=O)cc2Br)CC1, OCCO, [K+], [OH-], O. The product is Cn1c(-c2ccccc2C(F)(F)F)nnc1C1(Oc2ccc(C(=O)O)cc2Br)CC1. RXN SMILES: [Br:3][c:4]1[cH:5][c:6]([C:7](=[O:8])[NH2:9])[cH:10][cH:11][c:12]1[O:13][C:14]1([c:17]2[n:18][n:19][c:20](-[c:23]3[c:24]([C:29]([F:30])([F:31])[F:32])[cH:25][cH:26][cH:27][cH:28]3)[n:21]2[CH3:22])[CH2:15][CH2:16]1.[CH2:33]([OH:34])[CH2:36][OH:35].[K+:2].[OH-:1].[OH2:37]>>[Br:3][c:4]1[cH:5][c:6]([C:7]([OH:8])=[O:35])[cH:10][cH:11][c:12]1[O:13][C:14]1([c:17]2[n:18][n:19][c:20](-[c:23]3[c:24]([C:29]([F:30])([F:31])[F:32])[cH:25][cH:26][cH:27][cH:28]3)[n:21]2[CH3:22])[CH2:15][CH2:16]1.